Dataset: the Open Reaction Database (ORD), a public repository of structured organic reaction records. Task: describe an organic reaction: reactants, conditions, products, and yield Starting materials: COc1ccc([N+](=O)[O-])c(OCC(N)=O)c1, CO. Product: COc1ccc(N)c(OCC(N)=O)c1. Reaction SMILES: [C:1]([NH2:2])(=[O:3])[CH2:4][O:5][c:6]1[c:7]([N+:14]([O-:15])=[O:16])[cH:8][cH:9][c:10]([O:12][CH3:13])[cH:11]1.[CH3:17][OH:18]>>[C:1]([NH2:2])(=[O:3])[CH2:4][O:5][c:6]1[c:7]([NH2:14])[cH:8][cH:9][c:10]([O:12][CH3:13])[cH:11]1. Starting materials: C(C1=CC=CC=C1)(=O)C1=C(C=CC(=C1)Cl)N=C=S (2-benzoyl-4-chlorophenylisothiocyanate), C(O)CN (ethanolamine). The solvent is C(C)OCC (ethyl ether), C(C)(C)O (isopropanol). Run at time 8 hour. Yields the product ClC=1C=C2C(N(C(NC2=CC1)=S)CCO)(C1=CC=CC=C1)O (6-chloro-3,4-dihydro-4-hydroxy-3-(2-hydroxyethyl)-4-phenyl-2(1H)-quinazolinethione). Isolated yield 93.0%. As a reaction SMILES: [C:1]([C:9]1[CH:14]=[C:13]([Cl:15])[CH:12]=[CH:11][C:10]=1[N:16]=[C:17]=[S:18])(=[O:8])[C:2]1[CH:7]=[CH:6][CH:5]=[CH:4][CH:3]=1.[CH2:19]([CH2:21][NH2:22])[OH:20]>C(OCC)C.C(O)(C)C>[Cl:15][C:13]1[CH:14]=[C:9]2[C:10](=[CH:11][CH:12]=1)[NH:16][C:17](=[S:18])[N:22]([CH2:21][CH2:19][OH:20])[C:1]2([OH:8])[C:2]1[CH:3]=[CH:4][CH:5]=[CH:6][CH:7]=1. Procedure details: Using the general procedure already described above, a solution containing 10.92 grams (40 moles) of 2-benzoyl-4-chlorophenylisothiocyanate in about 100 ml of ethyl ether was added dropwise to a stirred solution of 2.83 grams (44 moles) of ethanolamine in 200 ml of isopropanol. The reaction mixture was stirred overnight. The 6-chloro-3,4-dihydro-4-hydroxy-3-(2-hydroxyethyl)-4-phenyl-2(1H)-quinazolinethione precipitated as a white solid. The product was washed with a mixture of ethyl ether and is... The reactants are O1C(=NC2=C1C=CC=C2)C=2C=NN(C2)CC[C@](C(=O)NOC2OCCCC2)(S(=O)(=O)C)C ((2R)-4-[4-(1,3-benzoxazol-2-yl)-1H-pyrazol-1-yl]-2-methyl-2-(methylsulfonyl)-N-(tetrahydro-2H-pyran-2-yloxy)butanamide), Cl (HCl). The solvent is CCO (EtOH). Reaction conditions: time 8 hour. Product: O1C(=NC2=C1C=CC=C2)C=2C=NN(C2)CC[C@](C(=O)NO)(S(=O)(=O)C)C ((2R)-4-[4-(1,3-benzoxazol-2-yl)-1H-pyrazol-1-yl]-N-hydroxy-2-methyl-2-(methylsulfonyl)butanamide). Yield: 35.8%. RXN SMILES: [O:1]1[C:5]2[CH:6]=[CH:7][CH:8]=[CH:9][C:4]=2[N:3]=[C:2]1[C:10]1[CH:11]=[N:12][N:13]([CH2:15][CH2:16][C@@:17]([CH3:32])([S:28]([CH3:31])(=[O:30])=[O:29])[C:18]([NH:20][O:21]C2CCCCO2)=[O:19])[CH:14]=1.Cl>CCO>[O:1]1[C:5]2[CH:6]=[CH:7][CH:8]=[CH:9][C:4]=2[N:3]=[C:2]1[C:10]1[CH:11]=[N:12][N:13]([CH2:15][CH2:16][C@@:17]([CH3:32])([S:28]([CH3:31])(=[O:30])=[O:29])[C:18]([NH:20][OH:21])=[O:19])[CH:14]=1. Procedure: To a solution of (2R)-4-[4-(1,3-benzoxazol-2-yl)-1H-pyrazol-1-yl]-2-methyl-2-(methylsulfonyl)-N-(tetrahydro-2H-pyran-2-yloxy)butanamide (0.410 g, 0.886 mmol) in EtOH (40 mL) was added 1M HCl (20 mL). The reaction mixture was allowed to stir at room temperature overnight. The reaction mixture was concentrated and was purified via reverse-phase chromatography, using 5%-95% acetonitrile/water with 0.1% formic acid modifier. The target fractions were combined and evaporated to give (2R)-4-[4-(1,3-be... Reactants: C1(=CC=CC=C1)S(=O)(=O)Cl (benzenesulfonyl chloride), N1C=CC2=C(C=CC=C12)OCCN(C)C (2-(1H-indol-4-yloxy)ethyl dimethylamine), [OH-].[Na+] (sodium hydroxide). The reagents and catalysts are S(=O)(=O)(O)[O-].C(CCC)[N+](CCCC)(CCCC)CCCC (tetrabutylammonium hydrogen sulfate). The solvent is C(Cl)Cl (CH2Cl2), C(Cl)Cl (CH2Cl2). Run at time 18 hour. The product is Cl.C1(=CC=CC=C1)S(=O)(=O)N1C=CC2=C(C=CC=C12)OCCN(C)C (2-(1-benzenesulfonyl-1H-indol-4-yloxy)ethyl dimethylamine hydrochloride salt). RXN SMILES: [NH:1]1[C:9]2[C:4](=[C:5]([O:10][CH2:11][CH2:12][N:13]([CH3:15])[CH3:14])[CH:6]=[CH:7][CH:8]=2)[CH:3]=[CH:2]1.[OH-].[Na+].[C:18]1([S:24]([Cl:27])(=[O:26])=[O:25])[CH:23]=[CH:22][CH:21]=[CH:20][CH:19]=1>S([O-])(O)(=O)=O.C([N+](CCCC)(CCCC)CCCC)CCC.C(Cl)Cl>[ClH:27].[C:18]1([S:24]([N:1]2[C:9]3[C:4](=[C:5]([O:10][CH2:11][CH2:12][N:13]([CH3:15])[CH3:14])[CH:6]=[CH:7][CH:8]=3)[CH:3]=[CH:2]2)(=[O:26])=[O:25])[CH:23]=[CH:22][CH:21]=[CH:20][CH:19]=1 |f:1.2,4.5,7.8|. Procedure details: To a mixture of 2-(1H-indol-4-yloxy)ethyl dimethylamine (0.300 g, 0.0015 mol), tetrabutylammonium hydrogen sulfate (0.025 g, 0.000073 mol) and finely ground sodium hydroxide (0.065 g, 0.0016 mol) in 20 mL of CH2Cl2 at 0° C. was added benzenesulfonyl chloride (0.286 g, 0.0016 mol). After 18 hours stirring at ambient temperature, the reaction mixture was diluted with 40 mL of CH2Cl2 and washed sequentially with water (2×20 mL) and an aqueous K2CO3 solution (2 M, 20 mL). The aqueous layers were com... Procedure details: The title compound was prepared following the procedure described for Example-169 using 2-[(2-chloro-6-fluorophenyl)amino]-7,7-dimethyl-N-[4-(trifluoromethyl)phenyl]-7,8-dihydro-1H-furo[3,2-e]benzimidazole-5-carboxamide (Example-107, 0.100 g), acetone and fumaric acid to afford 0.065 g of the desired product. 1HNMR (DMSO-d6): δ 1.58 (s, 6H), 3.10 (s, 2H), 6.62 (s, 2H), 7.30 (m, 2H), 7.41 (d, J=6.9 Hz, 1H), 7.48 (s, 1H), 7.70 (d, J=8.7 Hz, 2H), 7.91 (d, J=8.4 Hz, 2H), 9.99 (s, 1H), 11.0-12.0 (br,... Starting materials: ClC1=C(C(=CC=C1)F)NC=1NC2=C(N1)C=C(C1=C2CC(O1)(C)C)C(=O)NC1=CC=C(C=C1)C(F)(F)F (2-[(2-chloro-6-fluorophenyl)amino]-7,7-dimethyl-N-[4-(trifluoromethyl)phenyl]-7,8-dihydro-1H-furo[3,2-e]benzimidazole-5-carboxamide), C(\C=C\C(=O)O)(=O)O (fumaric acid). As a reaction SMILES: [Cl:1][C:2]1[CH:7]=[CH:6][CH:5]=[C:4]([F:8])[C:3]=1[NH:9][C:10]1[NH:11][C:12]2[C:18]3[CH2:19][C:20]([CH3:23])([CH3:22])[O:21][C:17]=3[C:16]([C:24]([NH:26][C:27]3[CH:32]=[CH:31][C:30]([C:33]([F:36])([F:35])[F:34])=[CH:29][CH:28]=3)=[O:25])=[CH:15][C:13]=2[N:14]=1.[C:37]([OH:44])(=[O:43])/[CH:38]=[CH:39]/[C:40]([OH:42])=[O:41]>CC(C)=O>[C:37]([OH:44])(=[O:43])/[CH:38]=[CH:39]/[C:40]([OH:42])=[O:41].[Cl:1][C:2]1[CH:7]=[CH:6][CH:5]=[C:4]([F:8])[C:3]=1[NH:9][C:10]1[NH:11][C:12]2[C:18]3[CH2:19][C:20]([CH3:22])([CH3:23])[O:21][C:17]=3[C:16]([C:24]([NH:26][C:27]3[CH:28]=[CH:29][C:30]([C:33]([F:35])([F:36])[F:34])=[CH:31][CH:32]=3)=[O:25])=[CH:15][C:13]=2[N:14]=1 |f:3.4|. Product: C(\C=C\C(=O)O)(=O)O.ClC1=C(C(=CC=C1)F)NC=1NC2=C(N1)C=C(C1=C2CC(O1)(C)C)C(=O)NC1=CC=C(C=C1)C(F)(F)F (2-[(2-Chloro-6-fluorophenyl)amino]-7,7-dimethyl-N-[4-(trifluoromethyl)phenyl]-7,8-dihydro-1H-furo[3,2-e]benzimidazole-5-carboxamide fumarate). Run in CC(=O)C (acetone).